This data is from the Open Reaction Database (ORD), a public repository of structured organic reaction records. The task is: describe an organic reaction: reactants, conditions, products, and yield The reactants are Cl.ClCC1=NC2=CC(=CC=C2C(=N1)NC1=CC=C(C=C1)C(F)(F)F)C1=NC=CC=C1C(F)(F)F ([2-chloromethyl-7-(3-trifluoromethyl-pyridin-2-yl)-quinazolin-4-yl]-(4-trifluoromethyl-phenyl)-amine HCl), N1CCCC1 (pyrrolidine). Product: N1(CCCC1)CC1=NC2=CC(=CC=C2C(=N1)NC1=CC=C(C=C1)C(F)(F)F)C1=NC=CC=C1C(F)(F)F ([2-Pyrrolidin-1-ylmethyl-7-(3-trifluoromethyl-pyridin-2-yl)-quinazolin-4-yl]-(4-trifluoromethyl-phenyl)-amine). Reaction SMILES: Cl.Cl[CH2:3][C:4]1[N:13]=[C:12]([NH:14][C:15]2[CH:20]=[CH:19][C:18]([C:21]([F:24])([F:23])[F:22])=[CH:17][CH:16]=2)[C:11]2[C:6](=[CH:7][C:8]([C:25]3[C:30]([C:31]([F:34])([F:33])[F:32])=[CH:29][CH:28]=[CH:27][N:26]=3)=[CH:9][CH:10]=2)[N:5]=1.[NH:35]1[CH2:39][CH2:38][CH2:37][CH2:36]1>>[N:35]1([CH2:3][C:4]2[N:13]=[C:12]([NH:14][C:15]3[CH:20]=[CH:19][C:18]([C:21]([F:24])([F:23])[F:22])=[CH:17][CH:16]=3)[C:11]3[C:6](=[CH:7][C:8]([C:25]4[C:30]([C:31]([F:34])([F:33])[F:32])=[CH:29][CH:28]=[CH:27][N:26]=4)=[CH:9][CH:10]=3)[N:5]=2)[CH2:39][CH2:38][CH2:37][CH2:36]1 |f:0.1|. Procedure: Heat a solution of [2-chloromethyl-7-(3-trifluoromethyl-pyridin-2-yl)-quinazolin-4-yl]-(4-trifluoromethyl-phenyl)-amine HCl (30 mg, 0.058 mmol) in pyrrolidine (1 mL) at 100° C. for 1 hour. Remove the excess pyrrolidine under reduced pressure and partition the residue between EtOAc and 10% NaOH solution. Dry the EtOAc layer (Na2SO4) and concentrate under reduced pressure to give [2-Pyrrolidin-1-ylmethyl-7-(3-trifluoromethyl-pyridin-2-yl)-quinazolin-4-yl]-(4-trifluoromethyl-phenyl)-amine as a foam...